Dataset: the Open Reaction Database (ORD), a public repository of structured organic reaction records. Task: describe an organic reaction: reactants, conditions, products, and yield Reactants: Brc1cccc2occc12, N#C[Cu], NCCN, CN(C)C=O. Yields the product N#Cc1cccc2occc12. Reaction SMILES: [Br:1][c:2]1[cH:3][cH:4][cH:5][c:6]2[c:7]1[cH:8][cH:9][o:10]2.[Cu:11][C:12]#[N:13].[NH2:14][CH2:15][CH2:16][NH2:17].[O:18]=[CH:19][N:20]([CH3:21])[CH3:22]>>[c:2]1([C:12]#[N:13])[cH:3][cH:4][cH:5][c:6]2[c:7]1[cH:8][cH:9][o:10]2. Reactants: N1CCCCC1 (Piperidine), C1=CC=CC=2C3=CC=CC=C3C(C12)COC(=O)N1[C@@H](COCC1)C(NCC1=C(C=CC(=C1)Cl)CNC(=O)OC(C)(C)C)=O ((S)-(9H-Fluoren-9-yl)methyl-3-{(2-[{(tert-butoxycarbonyl)amino}methyl]-5-chlorobenzyl}carbamoyl]morpholine-4-carboxylate). Solvent: C(Cl)Cl (CH2Cl2). Run at time 1 hour. The product is C(C)(C)(C)OC(NCC1=C(C=C(C=C1)Cl)CNC(=O)[C@H]1NCCOC1)=O ((S)-tert-Butyl-4-chloro-2-{(morpholine-3-carboxamido)methyl}benzylcarbamate). Isolated yield 6.2%. Reaction SMILES: N1CCCCC1.C1C2C(COC([N:24]3[CH2:29][CH2:28][O:27][CH2:26][C@H:25]3[C:30](=[O:49])[NH:31][CH2:32][C:33]3[CH:38]=[C:37]([Cl:39])[CH:36]=[CH:35][C:34]=3[CH2:40][NH:41][C:42]([O:44][C:45]([CH3:48])([CH3:47])[CH3:46])=[O:43])=O)C3C(=CC=CC=3)C=2C=CC=1>C(Cl)Cl>[C:45]([O:44][C:42](=[O:43])[NH:41][CH2:40][C:34]1[CH:35]=[CH:36][C:37]([Cl:39])=[CH:38][C:33]=1[CH2:32][NH:31][C:30]([C@@H:25]1[CH2:26][O:27][CH2:28][CH2:29][NH:24]1)=[O:49])([CH3:48])([CH3:46])[CH3:47]. Reported procedure: Piperidine (4.5 mL, 45.2 mmol) was added to a solution of (S)-(9H-Fluoren-9-yl)methyl-3-{(2-[{(tert-butoxycarbonyl)amino}methyl]-5-chlorobenzyl}carbamoyl]morpholine-4-carboxylate (4.10 g, 67.6 mmol) in CH2Cl2 (20 mL) at 0° C. and the reaction mixture was stirred at room temperature for 1 h. The reaction mixture was concentrated to dryness and the residue was purified by reverse phase combiflash chromatography (C18; 10-100% acetonitrile/water) to afford the title compound as a white solid (1.61 g... The reactants are COC(=O)C1=C(N(C(C=C1)=O)C)NC1=C(C=C(C=C1)C)F (2-(2-fluoro-4-methylphenylamino)-1-methyl-6-oxo-1,6-dihydropyridine-3-carboxylic acid methyl ester), C(=C)OCCON (O-(2-vinyloxy-ethyl)-hydroxylamine), C[Si](C)(C)[N-][Si](C)(C)C.[Li+] (lithium bis(trimethylsilyl)amide). Run in C1CCOC1 (THF). Reaction conditions: temperature 0 celsius, time 40 minute. Product: C(=C)OCCONC(=O)C1=C(N(C(C=C1)=O)C)NC1=C(C=C(C=C1)C)F (2-(2-fluoro-4-methylphenylamino)-1-methyl-6-oxo-1,6-dihydropyridine-3-carboxylic acid (2-vinyloxyethoxy)-amide). Isolated yield 78.1%. As a reaction SMILES: CO[C:3]([C:5]1[CH:10]=[CH:9][C:8](=[O:11])[N:7]([CH3:12])[C:6]=1[NH:13][C:14]1[CH:19]=[CH:18][C:17]([CH3:20])=[CH:16][C:15]=1[F:21])=[O:4].[CH:22]([O:24][CH2:25][CH2:26][O:27][NH2:28])=[CH2:23].C[Si]([N-][Si](C)(C)C)(C)C.[Li+]>C1COCC1>[CH:22]([O:24][CH2:25][CH2:26][O:27][NH:28][C:3]([C:5]1[CH:10]=[CH:9][C:8](=[O:11])[N:7]([CH3:12])[C:6]=1[NH:13][C:14]1[CH:19]=[CH:18][C:17]([CH3:20])=[CH:16][C:15]=1[F:21])=[O:4])=[CH2:23] |f:2.3|. Procedure: To a solution of 2-(2-fluoro-4-methylphenylamino)-1-methyl-6-oxo-1,6-dihydropyridine-3-carboxylic acid methyl ester (0.050 g, 0.17 mmol) in THF (1.5 mL) under N2 was added O-(2-vinyloxy-ethyl)-hydroxylamine (0.044 g, 0.43 mmol). The solution was cooled to 0° C. and lithium bis(trimethylsilyl)amide (0.86 mL, 0.86 mmol, 1 M solution in hexanes) was added dropwise. The reaction mixture was warmed to room temperature. After stirring for 40 minutes, the reaction mixture was quenched by the addition o... The reactants are C(C)(=O)NC1=CC(=C(C=C1Cl)C(CCCCCl)=O)OCC1=CC(=CC(=C1)OC)OC (1-[4-acetylamino-5-chloro-2-(3,5-dimethoxybenzyloxy)phenyl]-5-chloropentan-1-one), N1CCCCC1 (piperidine), CC1(CCNCC1)C (4,4-dimethylpiperidine). The product is NC1=CC(=C(C=C1Cl)C(CCCCN1CCC(CC1)(C)C)=O)OCC1=CC(=CC(=C1)OC)OC (1-[4-amino-5-chloro-2-(3,5-dimethoxybenzyloxy)-phenyl]-5-(4,4-dimethylpiperidin-1-yl)pentan-1-one). RXN SMILES: C([NH:4][C:5]1[C:10]([Cl:11])=[CH:9][C:8]([C:12](=[O:18])[CH2:13][CH2:14][CH2:15][CH2:16]Cl)=[C:7]([O:19][CH2:20][C:21]2[CH:26]=[C:25]([O:27][CH3:28])[CH:24]=[C:23]([O:29][CH3:30])[CH:22]=2)[CH:6]=1)(=O)C.N1CCCCC1.[CH3:37][C:38]1([CH3:44])[CH2:43][CH2:42][NH:41][CH2:40][CH2:39]1>>[NH2:4][C:5]1[C:10]([Cl:11])=[CH:9][C:8]([C:12](=[O:18])[CH2:13][CH2:14][CH2:15][CH2:16][N:41]2[CH2:42][CH2:43][C:38]([CH3:44])([CH3:37])[CH2:39][CH2:40]2)=[C:7]([O:19][CH2:20][C:21]2[CH:26]=[C:25]([O:27][CH3:28])[CH:24]=[C:23]([O:29][CH3:30])[CH:22]=2)[CH:6]=1. Procedure: Proceeding as in Example 4, Step (c), but replacing 1-(4-acetylamino-5-chloro-2-methoxyphenyl)-5-chloropentan-1-one with 1-[4-acetylamino-5-chloro-2-(3,5-dimethoxybenzyloxy)phenyl]-5-chloropentan-1-one and piperidine with 4,4-dimethylpiperidine, gave 1-[4-amino-5-chloro-2-(3,5-dimethoxybenzyloxy)-phenyl]-5-(4,4-dimethylpiperidin-1-yl)pentan-1-one, m.p. 135-136° C. Starting materials: FC(C(=O)O)(F)F (Trifluoroacetic acid), C(C)(C)(C)ONC(=O)[C@@H]1N(CCN(C1)C(=O)NC(C)(C)C)S(=O)(=O)N1CCC(CC1)C(C1=CC=C(C=C1)Cl)=O (N-tert-butoxy-4-tert-butylaminocarbonyl-1-[4-(4-chlorobenzoyl)piperadine-1-sulfonyl]piperazine-2-(R)-carboxamide). Run at time 36 hour. The product is ONC(=O)[C@@H]1N(CCN(C1)C(=O)N)S(=O)(=O)N1CCC(CC1)C(C1=CC=C(C=C1)Cl)=O (N-hydroxy-1-[4-(4-chlorobenzoyl)piperidine-1-sulfonyl]-4-aminocarbonylpiperazine-2-(R)-carboxamide). Isolated yield 55.0%. As a reaction SMILES: FC(F)(F)C(O)=O.C([O:12][NH:13][C:14]([C@H:16]1[CH2:21][N:20]([C:22]([NH:24]C(C)(C)C)=[O:23])[CH2:19][CH2:18][N:17]1[S:29]([N:32]1[CH2:37][CH2:36][CH:35]([C:38](=[O:46])[C:39]2[CH:44]=[CH:43][C:42]([Cl:45])=[CH:41][CH:40]=2)[CH2:34][CH2:33]1)(=[O:31])=[O:30])=[O:15])(C)(C)C>>[OH:12][NH:13][C:14]([C@H:16]1[CH2:21][N:20]([C:22]([NH2:24])=[O:23])[CH2:19][CH2:18][N:17]1[S:29]([N:32]1[CH2:37][CH2:36][CH:35]([C:38](=[O:46])[C:39]2[CH:40]=[CH:41][C:42]([Cl:45])=[CH:43][CH:44]=2)[CH2:34][CH2:33]1)(=[O:30])=[O:31])=[O:15]. Procedure: Trifluoroacetic acid (15 ml) was added to N-tert-butoxy-4-tert-butylaminocarbonyl-1-[4-(4-chlorobenzoyl)piperadine-1-sulfonyl]piperazine-2-(R)-carboxamide (0.45 g, 0.92 mmol) [prepared as described in Step 2 above] and the reaction was stirred for 36 h. The reaction was concentrated in vacuo, and the residue was chromatographed (SiO2, PTLC, 10% methanol/methylene chloride) to give N-hydroxy-1-[4-(4-chlorobenzoyl)piperidine-1-sulfonyl]-4-aminocarbonylpiperazine-2-(R)-carboxamide (55%) as a pale p... Starting materials: ClC=1SC2=C(N1)CCC1(C2)OCCO1 (2-chloro-6,6-ethylenedioxy-4,5,6,7-tetrahydrobenzo[d]thiazole), C(C)(=O)[O-].[Na+] (sodium acetate). Reagents/catalysts: [C].[Pd] (palladium-carbon). The solvent is CO (methanol). Run at time 17 hour. The product is C1OC2(CC3=C(N=CS3)CC2)OC1 (6,6-Ethylenedioxy-4,5,6,7-tetrahydrobenzo[d]thiazole). RXN SMILES: Cl[C:2]1[S:3][C:4]2[CH2:10][C:9]3([O:14][CH2:13][CH2:12][O:11]3)[CH2:8][CH2:7][C:5]=2[N:6]=1.C([O-])(=O)C.[Na+]>CO.[C].[Pd]>[CH2:13]1[CH2:12][O:11][C:9]2([CH2:8][CH2:7][C:5]3[N:6]=[CH:2][S:3][C:4]=3[CH2:10]2)[O:14]1 |f:1.2,4.5|. Reported procedure: In a 100-mL egg-plant type flask, 2-chloro-6,6-ethylenedioxy-4,5,6,7-tetrahydrobenzo[d]thiazole (860 mg) was charged and was dissolved in methanol (10 mL). To the resulting solution were added 10% palladium-carbon (100 mg) and sodium acetate (305 mg), followed by stirring under a hydrogen gas stream of 4.5 atmospheric pressure. After 17 hours, palladium was filtered off and the solvent was distilled off under reduced pressure. The residue was subjected to chromatography on a silica gel column (s... The reactants are Cl (HCl), NC1=NC=C(C(=O)O)C=C1 (6-aminonicotinic acid), C(C)(=O)OC(C)=O (acetic anhydride), C(C)(=O)OCC (ethyl acetate). Run in N1=CC=CC=C1 (pyridine). Conditions: temperature 140 celsius, time 24 hour. The product is C(C)(=O)NC1=NC=C(C(=O)O)C=C1 (6-(Acetamido)nicotinic acid). Isolated yield 25.9%. Reaction SMILES: [NH2:1][C:2]1[CH:10]=[CH:9][C:5]([C:6]([OH:8])=[O:7])=[CH:4][N:3]=1.[C:11](OC(=O)C)(=[O:13])[CH3:12].C(OCC)(=O)C.Cl>N1C=CC=CC=1>[C:11]([NH:1][C:2]1[CH:10]=[CH:9][C:5]([C:6]([OH:8])=[O:7])=[CH:4][N:3]=1)(=[O:13])[CH3:12]. Procedure: A mixture of 6-aminonicotinic acid 5.00 g (36.5 mmol) and acetic anhydride 3.80mL (40.2 mmol) in pyridine 30 mL was stirred at 140° C. for 24 hours. To the reaction mixture was added ethyl acetate and acidified with diluted HCl solution to pH 2. The organic layer was washed with water and brine, dried over MgSO4, filtrated and the solvent was evaporated. The residue was washed with diisopropyl ether to give the title compound 1.70 g as off-white solid. Yield 26%. Starting materials: C(=O)([O-])[O-].[Na+].[Na+] (Na2CO3), BrC=1C(=CC(=NC1)OC1=CC=CC2=C1N=C(S2)NC(C)=O)C2=CC=C(C=C2)C(F)(F)F (N-{4-[5-bromo-4-(4-trifluoromethyl-phenyl)-pyridin-2-yloxy]-benzothiazol-2-yl}-acetamide), FC1=CC=C(C=C1)B(O)O (4-fluorophenylboronic acid). The reagents and catalysts are C=1C=CC(=CC1)[P](C=2C=CC=CC2)(C=3C=CC=CC3)[Pd]([P](C=4C=CC=CC4)(C=5C=CC=CC5)C=6C=CC=CC6)([P](C=7C=CC=CC7)(C=8C=CC=CC8)C=9C=CC=CC9)[P](C=1C=CC=CC1)(C=1C=CC=CC1)C=1C=CC=CC1 (Pd(PPh3)4). The solvent is O1CCOCC1 (dioxane). Reaction conditions: temperature 160 celsius. Yields the product FC1=CC=C(C=C1)C=1C(=CC(=NC1)OC1=CC=CC2=C1N=C(S2)NC(C)=O)C2=CC=C(C=C2)C(F)(F)F (N-{4-[5-(4-Fluoro-phenyl)-4-(4-trifluoromethyl-phenyl)-pyridin-2-yloxy]-benzothiazol-2-yl}-acetamide). RXN SMILES: Br[C:2]1[C:3]([C:22]2[CH:27]=[CH:26][C:25]([C:28]([F:31])([F:30])[F:29])=[CH:24][CH:23]=2)=[CH:4][C:5]([O:8][C:9]2[C:14]3[N:15]=[C:16]([NH:18][C:19](=[O:21])[CH3:20])[S:17][C:13]=3[CH:12]=[CH:11][CH:10]=2)=[N:6][CH:7]=1.[F:32][C:33]1[CH:38]=[CH:37][C:36](B(O)O)=[CH:35][CH:34]=1.C([O-])([O-])=O.[Na+].[Na+]>O1CCOCC1.C1C=CC([P]([Pd]([P](C2C=CC=CC=2)(C2C=CC=CC=2)C2C=CC=CC=2)([P](C2C=CC=CC=2)(C2C=CC=CC=2)C2C=CC=CC=2)[P](C2C=CC=CC=2)(C2C=CC=CC=2)C2C=CC=CC=2)(C2C=CC=CC=2)C2C=CC=CC=2)=CC=1>[F:32][C:33]1[CH:38]=[CH:37][C:36]([C:2]2[C:3]([C:22]3[CH:27]=[CH:26][C:25]([C:28]([F:31])([F:30])[F:29])=[CH:24][CH:23]=3)=[CH:4][C:5]([O:8][C:9]3[C:14]4[N:15]=[C:16]([NH:18][C:19](=[O:21])[CH3:20])[S:17][C:13]=4[CH:12]=[CH:11][CH:10]=3)=[N:6][CH:7]=2)=[CH:35][CH:34]=1 |f:2.3.4,^1:57,59,78,97|. Reported procedure: To a mixture of N-{4-[5-bromo-4-(4-trifluoromethyl-phenyl)-pyridin-2-yloxy]-benzothiazol-2-yl}-acetamide, (Example 145(b)), (51 mg, 0.1 mmol) and 4-fluorophenylboronic acid (18 mg, 0.13 mmol, Aldrich) in dioxane (1 mL) was added Pd(PPh3)4 (6 mg, 0.005 mmol, Aldrich) and aqueous Na2CO3 (16 mg in 0.2 mL of water). The reaction mixture was heated in microwave synthesizer at 160° C. for 30 min. Purification by silica gel chromatography (EtOAc/hexanes) gave the title compound as a white solid. MS (ES...